The task is: describe an organic reaction: reactants, conditions, products, and yield. This data is from the Open Reaction Database (ORD), a public repository of structured organic reaction records. Starting materials: C(C)OC(=O)C=1N=CC=2NC3=CC=C(C=C3C2C1C)N (6-amino-4-methyl-β-carbolin-3-carboxylic acid ethyl ester), CNC (dimethylamine), ice water. Run in C(CO)O (ethylene glycol). Run at temperature 100 celsius. The product is CN(C(=O)C=1N=CC=2NC3=CC=C(C=C3C2C1C)N)C (6-amino-4-methyl-β-carbolin-3-carboxylic acid N,N-dimethylamide). Reaction SMILES: C(O[C:4]([C:6]1[N:7]=[CH:8][C:9]2[NH:10][C:11]3[C:16]([C:17]=2[C:18]=1[CH3:19])=[CH:15][C:14]([NH2:20])=[CH:13][CH:12]=3)=[O:5])C.[CH3:21][NH:22][CH3:23]>C(O)CO>[CH3:21][N:22]([CH3:23])[C:4]([C:6]1[N:7]=[CH:8][C:9]2[NH:10][C:11]3[C:16]([C:17]=2[C:18]=1[CH3:19])=[CH:15][C:14]([NH2:20])=[CH:13][CH:12]=3)=[O:5]. Procedure details: 0.3 g of 6-amino-4-methyl-β-carbolin-3-carboxylic acid ethyl ester is suspended in 5 ml of ethylene glycol and, after the addition of 3 ml of dimethylamine, the whole is heated for 22 hours at 100° C. After cooling, the mixture is poured into 30 ml of ice water, extracted with ethyl acetate, washed with water until neutral, dried using sodium sulphate, filtered and the solvent is distilled off in vacuo. The crude product precipitates as a fine brown powder. 0.2 g of 6-amino-4-methyl-β-carbolin-3...